Dataset: the Open Reaction Database (ORD), a public repository of structured organic reaction records. Task: describe an organic reaction: reactants, conditions, products, and yield Reactants: COC=1C=C2C=CC(=CC2=CC1)CO ((6-methoxynaphthalen-2-yl)methanol), O=S(Cl)Cl (SOCl2). The solvent is C(Cl)Cl (DCM). Reaction conditions: time 17 hour. Product: ClCC1=CC2=CC=C(C=C2C=C1)OC (2-(chloromethyl)-6-methoxynaphthalene). RXN SMILES: [CH3:1][O:2][C:3]1[CH:4]=[C:5]2[C:10](=[CH:11][CH:12]=1)[CH:9]=[C:8]([CH2:13]O)[CH:7]=[CH:6]2.O=S(Cl)[Cl:17]>C(Cl)Cl>[Cl:17][CH2:13][C:8]1[CH:7]=[CH:6][C:5]2[C:10](=[CH:11][CH:12]=[C:3]([O:2][CH3:1])[CH:4]=2)[CH:9]=1. Reported procedure: A cooled (0° C.) mixture of (6-methoxynaphthalen-2-yl)methanol (90 mg; 0.48 mmol) in anh. DCM (2 ml) was treated dropwise with SOCl2 (89 mg; 0.75 mmol), and the resulting mixture was stirred at rt, under nitrogen, for 17 h. The volatiles were removed under reduced pressure, and the solid residue was triturated with Et2O. Filtration afforded 2-(chloromethyl)-6-methoxynaphthalene which was directly used for the next reaction. LC-MS (conditions E): tR=0.75 min.; no ionisation. Reactants: CCl, CC(C)O, Cl, S=C1NCCCN1, NNC1=NCCCN1. Yields the product Cl, NN, CSC1=NCCCN1. Reaction SMILES: [CH3:17][Cl:18].[CH:19]([OH:20])([CH3:21])[CH3:22].[ClH:1].[NH:10]1[C:11](=[S:16])[NH:15][CH2:14][CH2:13][CH2:12]1.[NH:2]1[C:3]([NH:8][NH2:9])=[N:4][CH2:5][CH2:6][CH2:7]1>>[ClH:1].[NH2:8][NH2:9].[NH:2]1[C:3]([S:16][CH3:11])=[N:4][CH2:5][CH2:6][CH2:7]1. Procedure: To a solution of methyl 2-[2-methyl-4-(phenyloxy)-5,6,7,8-tetrahydro[1]benzothieno[2,3-b]pyridin-3-yl]-2-tert-butoxyacetate 18 mg, 0.041 mmol) in methanol (0.5 mL) was added a solution of sodium hydroxide 10 N (50 μl, 0.500 mmol) and the mixture was heated at 65° C. for 18 h. After cooling, the organic volatiles were removed under reduced pressure and the aqueous phase was then acidified with a solution of hydrochloric acid 2N until a precipitate was formed. The solid was filtered, washed with w... RXN SMILES: [CH3:1][C:2]1[N:7]=[C:6]2[S:8][C:9]3[CH2:14][CH2:13][CH2:12][CH2:11][C:10]=3[C:5]2=[C:4]([O:15][C:16]2[CH:21]=[CH:20][CH:19]=[CH:18][CH:17]=2)[C:3]=1[CH:22]([O:27][C:28]([CH3:31])([CH3:30])[CH3:29])[C:23]([O:25]C)=[O:24].[OH-].[Na+]>CO>[CH3:1][C:2]1[N:7]=[C:6]2[S:8][C:9]3[CH2:14][CH2:13][CH2:12][CH2:11][C:10]=3[C:5]2=[C:4]([O:15][C:16]2[CH:17]=[CH:18][CH:19]=[CH:20][CH:21]=2)[C:3]=1[CH:22]([O:27][C:28]([CH3:31])([CH3:30])[CH3:29])[C:23]([OH:25])=[O:24] |f:1.2|. Reaction conditions: temperature 65 celsius. Starting materials: CC1=C(C(=C2C(=N1)SC1=C2CCCC1)OC1=CC=CC=C1)C(C(=O)OC)OC(C)(C)C (methyl 2-[2-methyl-4-(phenyloxy)-5,6,7,8-tetrahydro[1]benzothieno[2,3-b]pyridin-3-yl]-2-tert-butoxyacetate), [OH-].[Na+] (sodium hydroxide). Yields the product CC1=C(C(=C2C(=N1)SC1=C2CCCC1)OC1=CC=CC=C1)C(C(=O)O)OC(C)(C)C (2-[2-methyl-4-(phenyloxy)-5,6,7,8-tetrahydro[1]benzothieno[2,3-b]pyridin-3-yl]-2-tert-butoxyacetic acid). Solvent: CO (methanol). The yield is 34.4%.